Dataset: the Open Reaction Database (ORD), a public repository of structured organic reaction records. Task: describe an organic reaction: reactants, conditions, products, and yield Starting materials: Cl (hydrochloric acid), [N+](=O)([O-])C1=CC=C(C(=O)N2C3=C(C(CCC2)=O)SC=C3)C=C1 (4-(4-nitrobenzoyl)-4,5,6,7-tetrahydro-8H-thieno[3,2-b]azepin-8-one), NaOH(pH 14). Reagents/catalysts: [Fe] (iron). Solvent: C(C)(=O)O (acetic acid). Yields the product NC1=CC=C(C(=O)N2C3=C(C(CCC2)=O)SC=C3)C=C1 (4-(4-Aminobenzoyl)-4,5,6,7-tetrahydro-8H-thieno[3,2-b]azepin-8-one). The yield is 68.5%. RXN SMILES: [N+:1]([C:4]1[CH:22]=[CH:21][C:7]([C:8]([N:10]2[CH2:16][CH2:15][CH2:14][C:13](=[O:17])[C:12]3[S:18][CH:19]=[CH:20][C:11]2=3)=[O:9])=[CH:6][CH:5]=1)([O-])=O.Cl>C(O)(=O)C.[Fe]>[NH2:1][C:4]1[CH:5]=[CH:6][C:7]([C:8]([N:10]2[CH2:16][CH2:15][CH2:14][C:13](=[O:17])[C:12]3[S:18][CH:19]=[CH:20][C:11]2=3)=[O:9])=[CH:21][CH:22]=1. Reported procedure: To a mixture of 2.0 g of 4-(4-nitrobenzoyl)-4,5,6,7-tetrahydro-8H-thieno[3,2-b]azepin-8-one in 40 ml of glacial acetic acid is added 20 ml of 6N-hydrochloric acid. The mixture is cooled and 3.53 g of iron powder added in portions. The mixture is allowed to warm to room temperature and is heated at 70°-80° C. for 1 hour and then cooled to 0° C. To mixture is basified with 10N NaOH(pH 14) and extracted with 200 ml of ethyl acetate. The aqueous layer is again extracted with 200 ml of ethyl acetate ... The reactants are CC(C)[N-]C(C)C, [K+], [Li+], [OH-], OCCO, BrCCCc1ccccc1. The product is CC(C)(CCCc1ccccc1)C(=O)O. Reaction SMILES: [CH:11]([N-:12][CH:15]([CH3:16])[CH3:17])([CH3:13])[CH3:14].[K+:20].[Li+:18].[OH-:19].[OH:21][CH2:22][CH2:23][OH:24].[c:1]1([CH2:7][CH2:8][CH2:9][Br:10])[cH:2][cH:3][cH:4][cH:5][cH:6]1>>[c:1]1([CH2:7][CH2:8][CH2:9][C:15]([CH3:16])([CH3:17])[C:23](=[O:19])[OH:24])[cH:2][cH:3][cH:4][cH:5][cH:6]1. Reactants: C(C)(C)(C)P(C(C)(C)C)C(C)(C)C (tri-tert-butylphosphine), BrC1=C(C=CC(=C1)[N+](=O)[O-])F (2-bromo-1-fluoro-4-nitrobenzene), CSC1=C(C=CC=C1)B(O)O (2-(methylthio)benzeneboronic acid), [F-].[K+] (potassium fluoride), solution. The reagents and catalysts are C=1C=CC(=CC1)/C=C/C(=O)/C=C/C2=CC=CC=C2.C=1C=CC(=CC1)/C=C/C(=O)/C=C/C2=CC=CC=C2.C=1C=CC(=CC1)/C=C/C(=O)/C=C/C2=CC=CC=C2.[Pd].[Pd] (tris(dibenzylideneacetone)dipalladium(0)). Solvent: C1CCOC1 (THF), O1CCOCC1 (1,4-dioxane). Reaction conditions: temperature 50 celsius. The product is FC1=C(C=C(C=C1)[N+](=O)[O-])C1=C(C=CC=C1)SC (2-Fluoro-2′-methylthio-5-nitrobiphenyl). The yield is 98.5%. Reaction SMILES: Br[C:2]1[CH:7]=[C:6]([N+:8]([O-:10])=[O:9])[CH:5]=[CH:4][C:3]=1[F:11].[CH3:12][S:13][C:14]1[CH:19]=[CH:18][CH:17]=[CH:16][C:15]=1B(O)O.[F-].[K+].C(P(C(C)(C)C)C(C)(C)C)(C)(C)C>C1COCC1.O1CCOCC1.C1C=CC(/C=C/C(/C=C/C2C=CC=CC=2)=O)=CC=1.C1C=CC(/C=C/C(/C=C/C2C=CC=CC=2)=O)=CC=1.C1C=CC(/C=C/C(/C=C/C2C=CC=CC=2)=O)=CC=1.[Pd].[Pd]>[F:11][C:3]1[CH:4]=[CH:5][C:6]([N+:8]([O-:10])=[O:9])=[CH:7][C:2]=1[C:15]1[CH:16]=[CH:17][CH:18]=[CH:19][C:14]=1[S:13][CH3:12] |f:2.3,7.8.9.10.11|. Reported procedure: A mixture of 2-bromo-1-fluoro-4-nitrobenzene (5.89 g, 26.8 mmol), 2-(methylthio)benzeneboronic acid (5.62 g, 33.5 mmol) and potassium fluoride (5.13 g, 88.3 mmol) in THF (70 ml) was degassed with nitrogen for 30 min. This mixture was then treated with tris(dibenzylideneacetone)dipalladium(0) (496 mg, 0.541 mmol) followed by tri-tert-butylphosphine (5.35 ml of a 0.2 M solution in 1,4-dioxane, 1.07 mmol) and the reaction was degassed for a further 10 min. The resulting slurry was then heated at 50... Reactants: O=C([O-])[O-], COC(=O)c1c(C)[nH]c2cc(Cl)ccc12, CCOC(C)=O, CI, [K+], [K+], CN(C)C=O. The product is COC(=O)c1c(C)n(C)c2cc(Cl)ccc12. RXN SMILES: [C:16](=[O:17])([O-:18])[O-:19].[CH3:1][O:2][C:3](=[O:4])[c:5]1[c:6]([CH3:15])[nH:7][c:8]2[cH:9][c:10]([Cl:14])[cH:11][cH:12][c:13]12.[CH3:29][CH2:30][O:31][C:32](=[O:33])[CH3:34].[I:22][CH3:23].[K+:20].[K+:21].[O:24]=[CH:25][N:26]([CH3:27])[CH3:28]>>[CH3:1][O:2][C:3](=[O:4])[c:5]1[c:6]([CH3:15])[n:7]([CH3:16])[c:8]2[cH:9][c:10]([Cl:14])[cH:11][cH:12][c:13]12. Reactants: FC1=C(C(=O)O)C=C(C(=C1)F)F (2,4,5-trifluorobenzoic acid), S(=O)(Cl)Cl (thionyl chloride). The solvent is C1=CC=CC=C1 (benzene). Product: FC1=C(C(=O)Cl)C=C(C(=C1)F)F (2,4,5-trifluorobenzoyl chloride). RXN SMILES: [F:1][C:2]1[CH:10]=[C:9]([F:11])[C:8]([F:12])=[CH:7][C:3]=1[C:4](O)=[O:5].S(Cl)([Cl:15])=O>C1C=CC=CC=1>[F:1][C:2]1[CH:10]=[C:9]([F:11])[C:8]([F:12])=[CH:7][C:3]=1[C:4]([Cl:15])=[O:5]. Reported procedure: To 20 ml of anhydrous benzene were added 3.4 g of 2,4,5-trifluorobenzoic acid and 10 ml of thionyl chloride, and the mixture was refluxed for 2 hours. After removing the solvent, excess thionyl chloride was removed three times as an azeotropic mixture with benzene to obtain 2,4,5-trifluorobenzoyl chloride. Reactants: BrBr (bromine), CCC(=O)C1=CC=CC2=CC=CC=C21 (1-propionaphthone). Solvent: C(C)O (ethanol). Yields the product BrC(C(=O)C1=CC=CC2=CC=CC=C12)C (2-bromo-1′-propionaphthone). RXN SMILES: [Br:1]Br.[CH3:3][CH2:4][C:5]([C:7]1[C:16]2[C:11](=[CH:12][CH:13]=[CH:14][CH:15]=2)[CH:10]=[CH:9][CH:8]=1)=[O:6]>C(O)C>[Br:1][CH:4]([CH3:3])[C:5]([C:7]1[C:16]2[C:11](=[CH:12][CH:13]=[CH:14][CH:15]=2)[CH:10]=[CH:9][CH:8]=1)=[O:6]. Procedure: 53.3 g (0.334 mol) of bromine was added dropwise to a solution consisting of 61.1 g (0.332 mol) of 1-propionaphthone and 180 mL of ethanol at 50 to 55° C. After completion of addition, the ethanol was distilled off in vacuo, and the resulting concentrate was dissolved in 130 mL of toluene, washed with a mixed aqueous solution of sodium bicarbonate and sodium chloride (150 mL×two times), and then dried over sodium sulfate to obtain a toluene solution of 2-bromo-1′-propionaphthone.